This data is from the Open Reaction Database (ORD), a public repository of structured organic reaction records. The task is: describe an organic reaction: reactants, conditions, products, and yield RXN SMILES: [CH3:23][OH:24].[F:1][c:2]1[c:3](-[c:11]2[cH:12][cH:13][cH:14][c:15]([C:17](=[O:18])[O:19][CH3:20])[n:16]2)[cH:4][c:5]([CH:8]=[CH:9][CH3:10])[cH:6][cH:7]1.[H:21][H:22]>>[F:1][c:2]1[c:3](-[c:11]2[cH:12][cH:13][cH:14][c:15]([C:17](=[O:18])[O:19][CH3:20])[n:16]2)[cH:4][c:5]([CH2:8][CH2:9][CH3:10])[cH:6][cH:7]1. The product is CCCc1ccc(F)c(-c2cccc(C(=O)OC)n2)c1. Starting materials: CO, CC=Cc1ccc(F)c(-c2cccc(C(=O)OC)n2)c1, [H][H]. The reactants are COC1=CC(=NC=C1)CSC1=NC2=C(N1)C=CC(=C2)OC(C(F)F)(F)F (2-[(4-methoxy-2-pyridyl)methylthio]-5-(1,1,2,2-tetrafluoroethoxy)-1H-benzimidazole), Cl[O-].[Na+] (sodium hypochlorite), [OH-].[Na+] (sodium hydroxide), S(=S)(=O)([O-])[O-].[Na+].[Na+] (sodium thiosulfate), S(=O)(=O)([O-])[O-].[NH4+].[NH4+] (ammonium sulfate). RXN SMILES: Cl[O-].[Na+].[OH-].[Na+].[CH3:6][O:7][C:8]1[CH:13]=[CH:12][N:11]=[C:10]([CH2:14][S:15][C:16]2[NH:20][C:19]3[CH:21]=[CH:22][C:23]([O:25][C:26]([F:31])([F:30])[CH:27]([F:29])[F:28])=[CH:24][C:18]=3[N:17]=2)[CH:9]=1.S([O-])([O-])(=[O:34])=S.[Na+].[Na+].S([O-])([O-])(=O)=O.[NH4+].[NH4+]>C(OCC)(=O)C>[CH3:6][O:7][C:8]1[CH:13]=[CH:12][N:11]=[C:10]([CH2:14][S:15]([C:16]2[NH:20][C:19]3[CH:21]=[CH:22][C:23]([O:25][C:26]([F:31])([F:30])[CH:27]([F:29])[F:28])=[CH:24][C:18]=3[N:17]=2)=[O:34])[CH:9]=1 |f:0.1,2.3,5.6.7,8.9.10|. Isolated yield 85.0%. The solvent is C(C)(=O)OCC (ethyl acetate). Reaction conditions: time 20 minute. The product is COC1=CC(=NC=C1)CS(=O)C1=NC2=C(N1)C=CC(=C2)OC(C(F)F)(F)F (2-[(4-Methoxy-2-pyridyl)methylsulfinyl]-5-(1,1,2,2-tetrafluoroethoxy)-1H-benzimidazole). Procedure: A mixture of 8.5 ml of commercially available sodium hypochlorite solution (about 15% of active chlorine) and 6 ml of 10% strength sodium hydroxide solution is added dropwise to a solution of 1.5 g 2-[(4-methoxy-2-pyridyl)methylthio]-5-(1,1,2,2-tetrafluoroethoxy)-1H-benzimidazole in 30 ml of ethyl acetate at 0° C. in the course of 20 min., stirring is continued at this temperature for 20 min. and 0.6 ml of 10% strength sodium thiosulfate solution is then added. 1.5 g of ammonium sulfate are adde... Starting materials: BrC1=NC=CC=C1OCC(=O)OC (Methyl [(2-bromo-3-pyridinyl)oxy]acetate), [OH-].[Na+] (sodium hydroxide), H+ methanol. Solvent: CO (methanol). The product is BrC1=NC=CC=C1OCC(=O)O ([(2-Bromo-3-pyridinyl)oxy]acetic acid). Isolated yield 99.0%. As a reaction SMILES: [Br:1][C:2]1[C:7]([O:8][CH2:9][C:10]([O:12]C)=[O:11])=[CH:6][CH:5]=[CH:4][N:3]=1.[OH-].[Na+]>CO>[Br:1][C:2]1[C:7]([O:8][CH2:9][C:10]([OH:12])=[O:11])=[CH:6][CH:5]=[CH:4][N:3]=1 |f:1.2|. Procedure: Methyl [(2-bromo-3-pyridinyl)oxy]acetate (3 g) was stirred with 2N sodium hydroxide (30 ml) in methanol (30 ml) for 2 h. The solution was neutralised to pH 7 by portionwise addition of dowex (50) H+ methanol washed resin pH 7. The resin was filtered off, and the solution was concentrated in vacuo to give the title compound as a white solid (2.8 g), m.p. 172°-174°. The reactants are CC1=C(N=C2N1C(=C(C=C2C(=O)O)Cl)N)C (Methyl 5-Amino-6-chloro-2-methylimidazo[1,2-a]pyridine-8-carboxylic Acid), COC(CN1CCC(CC1)CN)(C)C ([1-(2-methoxy-2-methylpropyl)piperidin-4-yl]methylamine). Product: NC1=C(C=C(C=2N1C=C(N2)C)C(=O)NCC2CCN(CC2)CC(C)(C)OC)Cl (5-Amino-6-chloro-2-methyl-N-{[1-(2-methoxy-2-methylpropyl)piperidin-4-yl]methyl}imidazo[1,2-A]pyridine-8-carboxamide). Reaction SMILES: C[C:2]1[N:6]2[C:7]([NH2:15])=[C:8]([Cl:14])[CH:9]=[C:10]([C:11]([OH:13])=O)[C:5]2=[N:4][C:3]=1[CH3:16].[CH3:17][O:18][C:19]([CH3:30])([CH3:29])[CH2:20][N:21]1[CH2:26][CH2:25][CH:24]([CH2:27][NH2:28])[CH2:23][CH2:22]1>>[NH2:15][C:7]1[N:6]2[CH:2]=[C:3]([CH3:16])[N:4]=[C:5]2[C:10]([C:11]([NH:28][CH2:27][CH:24]2[CH2:23][CH2:22][N:21]([CH2:20][C:19]([O:18][CH3:17])([CH3:29])[CH3:30])[CH2:26][CH2:25]2)=[O:13])=[CH:9][C:8]=1[Cl:14]. Reported procedure: The title compound was prepared according to the procedure described in the step 2 in EXAMPLE 28 from 5-amino-6-chloro-2-methylimidazo[1,2-a]pyridine-8-carboxylic acid (EXAMPLE 26, Step 5) and [1-(2-methoxy-2-methylpropyl)piperidin-4-yl]methylamine (EXAMPLE 29, Step 6). Starting materials: C(CCC)C1=CC=C(C=C1)C#CC1=CC=C(CN(C(=O)C=2C=CC(=C(C(=O)O)C2)O)CCCCCC)C=C1 (5-{[{4-[(4-butylphenyl)ethynyl]benzyl}(hexyl)amino]carbonyl}-2-hydroxybenzoic acid), CNC[C@H](O)[C@@H](O)[C@H](O)[C@H](O)CO (N-methyl-D-glucamine). Solvent: CO (MeOH), O (water), O (Water). Yields the product CNC[C@H](O)[C@@H](O)[C@H](O)[C@H](O)CO.C(CCC)C1=CC=C(C=C1)C#CC1=CC=C(CN(C(=O)C=2C=CC(=C(C(=O)O)C2)O)CCCCCC)C=C1 (5-{[{4-[(4-butylphenyl)ethynyl]benzyl}(hexyl)amino]carbonyl}-2-hydroxybenzoic acid N-methyl-D-glucamine). Yield: 81.0%. Reaction SMILES: [CH2:1]([C:5]1[CH:10]=[CH:9][C:8]([C:11]#[C:12][C:13]2[CH:38]=[CH:37][C:16]([CH2:17][N:18]([CH2:31][CH2:32][CH2:33][CH2:34][CH2:35][CH3:36])[C:19]([C:21]3[CH:22]=[CH:23][C:24]([OH:30])=[C:25]([CH:29]=3)[C:26]([OH:28])=[O:27])=[O:20])=[CH:15][CH:14]=2)=[CH:7][CH:6]=1)[CH2:2][CH2:3][CH3:4].[CH3:39][NH:40][CH2:41][C@@H:42]([C@H:44]([C@@H:46]([C@@H:48]([CH2:50][OH:51])[OH:49])[OH:47])[OH:45])[OH:43]>CO.O>[CH3:39][NH:40][CH2:41][C@@H:42]([C@H:44]([C@@H:46]([C@@H:48]([CH2:50][OH:51])[OH:49])[OH:47])[OH:45])[OH:43].[CH2:1]([C:5]1[CH:10]=[CH:9][C:8]([C:11]#[C:12][C:13]2[CH:38]=[CH:37][C:16]([CH2:17][N:18]([CH2:31][CH2:32][CH2:33][CH2:34][CH2:35][CH3:36])[C:19]([C:21]3[CH:22]=[CH:23][C:24]([OH:30])=[C:25]([CH:29]=3)[C:26]([OH:28])=[O:27])=[O:20])=[CH:15][CH:14]=2)=[CH:7][CH:6]=1)[CH2:2][CH2:3][CH3:4] |f:4.5|. Procedure: To a solution of 5-{[{4-[(4-butylphenyl)ethynyl]benzyl}(hexyl)amino]carbonyl}-2-hydroxybenzoic acid (91 mg, 98 mmol) in MeOH (2 mL) was added a solution of N-methyl-D-glucamine (35 mg, 0.18 mmol) in water (2 mL). Water (20 mL) was added and the resulting solution was lyophilized to give 103 mg of the title compound as a white powder. HPLC, Rt: 5.73 min (purity: 99.6%). LC/MS, M+(ESI): 512.2, M−(ESI). 510.2. 1H NMR (CD3OD) δ: 0.84 (m, 3H), 0.94 (t, J=7.3 Hz, 3H), 2.28-1.40 (m, 8H), 1.60 (m, 4H), ... The product is CC1=NC(=CC=C1C(C(=O)OCC)C)[N+](=O)[O-] (ethyl 2-(2-methyl-6-nitropyridin-3-yl)propanoate). Procedure: A mixture of tert-butyl ethyl methyl(2-methyl-6-nitropyridin-3-yl)propanedioate (2.8 g, 8 mmol) in a mixed solution of TFA/DCM (30 mL/30 mL) was stirred over night at room temperature. The mixture was concentrated under reduce pressure to give ethyl 2-(2-methyl-6-nitropyridin-3-yl)propanoate. The solvent is C(=O)(C(F)(F)F)O.C(Cl)Cl (TFA DCM). The reactants are CC(C(=O)OC(C)(C)C)(C(=O)OCC)C=1C(=NC(=CC1)[N+](=O)[O-])C (tert-butyl ethyl methyl(2-methyl-6-nitropyridin-3-yl)propanedioate). RXN SMILES: [CH3:1][C:2]([C:15]1[C:16]([CH3:24])=[N:17][C:18]([N+:21]([O-:23])=[O:22])=[CH:19][CH:20]=1)(C(OCC)=O)[C:3]([O:5][C:6](C)(C)[CH3:7])=[O:4]>C(O)(C(F)(F)F)=O.C(Cl)Cl>[CH3:24][C:16]1[C:15]([CH:2]([CH3:1])[C:3]([O:5][CH2:6][CH3:7])=[O:4])=[CH:20][CH:19]=[C:18]([N+:21]([O-:23])=[O:22])[N:17]=1 |f:1.2|.